From a dataset of the Open Reaction Database (ORD), a public repository of structured organic reaction records. describe an organic reaction: reactants, conditions, products, and yield The reactants are NN1C(C2=CC=CC=C2C(=N1)N1CCOCC1)=O (2-amino-4-morpholinophthalazin-1(2H)-one), FC(CC(=O)O)(F)F (3,3,3-trifluoropropanoic acid). The product is FC(CC(=O)NN1C(C2=CC=CC=C2C(=N1)N1CCOCC1)=O)(F)F (3,3,3-trifluoro-N-[4-(morpholin-4-yl)-1-oxophthalazin-2(1H)-yl]propanamide). As a reaction SMILES: [NH2:1][N:2]1[N:11]=[C:10]([N:12]2[CH2:17][CH2:16][O:15][CH2:14][CH2:13]2)[C:9]2[C:4](=[CH:5][CH:6]=[CH:7][CH:8]=2)[C:3]1=[O:18].[F:19][C:20]([F:26])([F:25])[CH2:21][C:22](O)=[O:23]>>[F:19][C:20]([F:26])([F:25])[CH2:21][C:22]([NH:1][N:2]1[N:11]=[C:10]([N:12]2[CH2:17][CH2:16][O:15][CH2:14][CH2:13]2)[C:9]2[C:4](=[CH:5][CH:6]=[CH:7][CH:8]=2)[C:3]1=[O:18])=[O:23]. Procedure details: The product of Example 1B and 3,3,3-trifluoropropanoic acid were treated using a method similar to that described in Example 111 to give the title compound. 1H NMR (500 MHz, DMSO-d6/Deuterium Oxide) δ ppm 8.32 (dd, J=7.9, 1.3 Hz, 1H), 8.04 (dd, J=8.1, 1.3 Hz, 1H), 7.98-8.02 (m, 1H), 7.93 (td, J=7.5, 1.3 Hz, 1H), 3.82-3.84 (m, 4H), 3.53-3.60 (m, 2H), 3.09-3.11 (m, 4H); MS (ESI+) M/Z 357 (M+H)+. The reactants are CC(Nc1nc2c(C#CC3CC3)c[nH]c(=O)c2c2cc(Br)ccc12)C(C)(C)C, CC1(C)OB(c2cn[nH]c2)OC1(C)C, [Na+], [Na+], O=C([O-])[O-], CN(C)C=O. The product is CC(Nc1nc2c(C#CC3CC3)c[nH]c(=O)c2c2ccccc12)C(C)(C)C. Reaction SMILES: [Br:1][c:2]1[cH:3][c:4]2[c:5]([c:6]([NH:20][CH:21]([C:22]([CH3:23])([CH3:24])[CH3:25])[CH3:26])[n:7][c:8]3[c:9]([C:15]#[C:16][CH:17]4[CH2:18][CH2:19]4)[cH:10][nH:11][c:12](=[O:14])[c:13]23)[cH:27][cH:28]1.[CH3:29][C:30]1([CH3:31])[C:32]([CH3:33])([CH3:34])[O:35][B:36]([c:37]2[cH:38][n:39][nH:40][cH:41]2)[O:42]1.[Na+:43].[Na+:44].[O-:45][C:46](=[O:47])[O-:48].[O:49]=[CH:50][N:51]([CH3:52])[CH3:53]>>[cH:2]1[cH:3][c:4]2[c:5]([c:6]([NH:20][CH:21]([C:22]([CH3:23])([CH3:24])[CH3:25])[CH3:26])[n:7][c:8]3[c:9]([C:15]#[C:16][CH:17]4[CH2:18][CH2:19]4)[cH:10][nH:11][c:12](=[O:14])[c:13]23)[cH:27][cH:28]1. The reactants are CC1=C2CCCC(C2=CC(=C1)C)=O (5,7-dimethyltetralone), C[Mg]Br (methyl magnesium bromide). Solvent: CCOCC (ether), CCOCC (ether). Yields the product OC1(CCCC2=C(C=C(C=C12)C)C)C (1-Hydroxy-1,5,7-trimethyl-1,2,3,4-tetrahydronaphthalene). Yield: 97.0%. As a reaction SMILES: [CH3:1][C:2]1[CH:11]=[C:10]([CH3:12])[CH:9]=[C:8]2[C:3]=1[CH2:4][CH2:5][CH2:6][C:7]2=[O:13].[CH3:14][Mg]Br>CCOCC>[OH:13][C:7]1([CH3:14])[C:8]2[C:3](=[C:2]([CH3:1])[CH:11]=[C:10]([CH3:12])[CH:9]=2)[CH2:4][CH2:5][CH2:6]1. Reported procedure: Following the procedure of Example 1, step 1, 25.20 g (0.145 ml) of 5,7-dimethyltetralone in 200 ml of anhydrous ether was reacted with 60.3 ml of 3.0M methyl magnesium bromide in ether to give 26.64 g (97%) of the title product as an orange oil. NMR δ(CDCl3) 1.56 (3H, s), 1.70 (1H, s), 1.78-2.04 (4H, m), 2.20 (3H, s), 2.30 (3H, s), 2.60 (2H, m), 6.90 (1H, s), 7.30 (1H, s).